This data is from the Open Reaction Database (ORD), a public repository of structured organic reaction records. The task is: describe an organic reaction: reactants, conditions, products, and yield Reactants: Cl (HCl), N1=CC=CC=C1 (pyridine), ClC=1C=C(C=CC1Cl)CS(=O)(=O)Cl ((3,4-Dichloro-phenyl)-methanesulfonyl chloride), crude product, NCCC=1N(C2=CC=C(C=C2C1CCCC1=CC=C(C(=O)O)C=C1)Cl)C(C1=CC=CC=C1)C1=CC=CC=C1 (4-{3-[2-(2-Amino-ethyl)-1-benzhydryl-5-chloro-1H-indol-3-yl]-propyl}-benzoic acid), C[Si](C)(C)N(C(C(F)(F)F)=O)[Si](C)(C)C (bis(trimethylsilyl)trifluoroacetamide). Run in O (Water), ClCCl (dichloromethane), CCCCCCC (heptane), C1(=CC=CC=C1)C (toluene), ClCCl (dichloromethane). Run at temperature 35 celsius. Product: C(C1=CC=CC=C1)(C1=CC=CC=C1)N1C(=C(C2=CC(=CC=C12)Cl)CCCC1=CC=C(C(=O)O)C=C1)CCNS(=O)(=O)CC1=CC(=C(C=C1)Cl)Cl (4-(3-{1-Benzhydryl-5-chloro-2-[2-(3,4-dichloro-phenylmethanesulfonylamino)-ethyl]-1H-indol-3-yl}-propyl)-benzoic acid). Yield: 70.1%. As a reaction SMILES: [NH2:1][CH2:2][CH2:3][C:4]1[N:5]([CH:26]([C:33]2[CH:38]=[CH:37][CH:36]=[CH:35][CH:34]=2)[C:27]2[CH:32]=[CH:31][CH:30]=[CH:29][CH:28]=2)[C:6]2[C:11]([C:12]=1[CH2:13][CH2:14][CH2:15][C:16]1[CH:24]=[CH:23][C:19]([C:20]([OH:22])=[O:21])=[CH:18][CH:17]=1)=[CH:10][C:9]([Cl:25])=[CH:8][CH:7]=2.C[Si](N([Si](C)(C)C)C(=O)C(F)(F)F)(C)C.N1C=CC=CC=1.[Cl:60][C:61]1[CH:62]=[C:63]([CH2:68][S:69](Cl)(=[O:71])=[O:70])[CH:64]=[CH:65][C:66]=1[Cl:67].Cl>ClCCl.CCCCCCC.C1(C)C=CC=CC=1.O>[CH:26]([N:5]1[C:6]2[C:11](=[CH:10][C:9]([Cl:25])=[CH:8][CH:7]=2)[C:12]([CH2:13][CH2:14][CH2:15][C:16]2[CH:24]=[CH:23][C:19]([C:20]([OH:22])=[O:21])=[CH:18][CH:17]=2)=[C:4]1[CH2:3][CH2:2][NH:1][S:69]([CH2:68][C:63]1[CH:64]=[CH:65][C:66]([Cl:67])=[C:61]([Cl:60])[CH:62]=1)(=[O:71])=[O:70])([C:27]1[CH:32]=[CH:31][CH:30]=[CH:29][CH:28]=1)[C:33]1[CH:34]=[CH:35][CH:36]=[CH:37][CH:38]=1. Procedure details: To a suspension of 4-{3-[2-(2-Amino-ethyl)-1-benzhydryl-5-chloro-1H-indol-3-yl]-propyl}-benzoic acid (125.0 g, 0.239 mol) in dichloromethane (1.25 L) at ambient temperature, bis(trimethylsilyl)trifluoroacetamide (89.2 g, 0.347 mol) was added. After refluxing for 0.5 hours, the reaction mixture was cooled to 35° C. To the reaction mixture solution, pyridine (49.1 g, 0.621 mol) and a solution of (3,4-Dichloro-phenyl)-methanesulfonyl chloride (68.2 g, 0.263 mol) in dichloromethane (200 mL) were add... Starting materials: COc1cc(Cc2cnc(N)nc2N)c2cc(C3(c4ccccc4)OCCO3)oc2c1OC, CCO, Cl. Product: COc1cc(Cc2cnc(N)nc2N)c2cc(C(=O)c3ccccc3)oc2c1OC. As a reaction SMILES: [CH3:1][O:2][c:3]1[c:4]([O:32][CH3:33])[c:5]2[c:6]([cH:7][c:8]([C:10]3([c:15]4[cH:16][cH:17][cH:18][cH:19][cH:20]4)[O:11][CH2:14][CH2:13][O:12]3)[o:9]2)[c:21]([CH2:23][c:24]2[c:25]([NH2:31])[n:26][c:27]([NH2:30])[n:28][cH:29]2)[cH:22]1.[CH3:35][CH2:36][OH:37].[ClH:34]>>[CH3:1][O:2][c:3]1[c:4]([O:32][CH3:33])[c:5]2[c:6]([cH:7][c:8]([C:10](=[O:11])[c:15]3[cH:16][cH:17][cH:18][cH:19][cH:20]3)[o:9]2)[c:21]([CH2:23][c:24]2[c:25]([NH2:31])[n:26][c:27]([NH2:30])[n:28][cH:29]2)[cH:22]1. Starting materials: BrC(c1ccccc1)c1ccccc1, O=Cc1cc2ccc(Cl)cc2[nH]1, [H-], [Na+], CN(C)C=O. Yields the product O=Cc1cc2ccc(Cl)cc2n1C(c1ccccc1)c1ccccc1. As a reaction SMILES: [CH:15]([c:16]1[cH:17][cH:18][cH:19][cH:20][cH:21]1)([c:22]1[cH:23][cH:24][cH:25][cH:26][cH:27]1)[Br:28].[Cl:1][c:2]1[cH:3][cH:4][c:5]2[cH:6][c:7]([CH:11]=[O:12])[nH:8][c:9]2[cH:10]1.[H-:14].[Na+:13].[O:29]=[CH:30][N:31]([CH3:32])[CH3:33]>>[Cl:1][c:2]1[cH:3][cH:4][c:5]2[cH:6][c:7]([CH:11]=[O:12])[n:8]([CH:15]([c:16]3[cH:17][cH:18][cH:19][cH:20][cH:21]3)[c:22]3[cH:23][cH:24][cH:25][cH:26][cH:27]3)[c:9]2[cH:10]1. Starting materials: CCOC(=O)CC(C)=O, [Li]CCCC, Cn1nnnc1C(C=CC=O)=C(c1ccc(F)cc1)c1ccc(F)cc1, [H-], [Na+], C1CCOC1. Product: CCOC(=O)CC(=O)CC(O)C=CC(=C(c1ccc(F)cc1)c1ccc(F)cc1)c1nnnn1C. As a reaction SMILES: [C:3]([CH2:4][C:5](=[O:6])[CH3:7])(=[O:8])[O:9][CH2:10][CH3:11].[CH3:12][CH2:13][CH2:14][CH2:15][Li:16].[F:17][c:18]1[cH:19][cH:20][c:21]([C:24](=[C:25]([CH:26]=[CH:27][CH:28]=[O:29])[c:30]2[n:31][n:32][n:33][n:34]2[CH3:35])[c:36]2[cH:37][cH:38][c:39]([F:42])[cH:40][cH:41]2)[cH:22][cH:23]1.[H-:2].[Na+:1].[O:43]1[CH2:44][CH2:45][CH2:46][CH2:47]1>>[C:3]([CH2:4][C:5](=[O:6])[CH2:7][CH:28]([CH:27]=[CH:26][C:25](=[C:24]([c:21]1[cH:20][cH:19][c:18]([F:17])[cH:23][cH:22]1)[c:36]1[cH:37][cH:38][c:39]([F:42])[cH:40][cH:41]1)[c:30]1[n:31][n:32][n:33][n:34]1[CH3:35])[OH:29])(=[O:8])[O:9][CH2:10][CH3:11].